Dataset: the Open Reaction Database (ORD), a public repository of structured organic reaction records. Task: describe an organic reaction: reactants, conditions, products, and yield Reactants: ClCCN1CCN(CC1)C1=CC(=CC=C1)C(F)(F)F (1-(2-Chloro-ethyl)-4-(3-trifluoromethyl-phenyl)-piperazine), [H-].[Na+] (Sodium hydride), Cl (HCl), N1C=CC=2C(CCCC12)=O (1,5,6,7-Tetrahydroindol-4-one), [H][H] (hydrogen). Solvent: CN(C)C=O (DMF). Yields the product FC(C=1C=C(C=CC1)N1CCN(CC1)CCN1C=CC=2C(CCCC12)=O)(F)F (1-{2-[4-(3-Trifluoromethylphenyl)piperazin-1-yl]ethyl}-1,5,6,7-tetrahydroindol-4-one). RXN SMILES: [H-].[Na+].[NH:3]1[C:11]2[CH2:10][CH2:9][CH2:8][C:7](=[O:12])[C:6]=2[CH:5]=[CH:4]1.[H][H].Cl[CH2:16][CH2:17][N:18]1[CH2:23][CH2:22][N:21]([C:24]2[CH:29]=[CH:28][CH:27]=[C:26]([C:30]([F:33])([F:32])[F:31])[CH:25]=2)[CH2:20][CH2:19]1.Cl>CN(C=O)C>[F:33][C:30]([F:31])([F:32])[C:26]1[CH:25]=[C:24]([N:21]2[CH2:20][CH2:19][N:18]([CH2:17][CH2:16][N:3]3[C:11]4[CH2:10][CH2:9][CH2:8][C:7](=[O:12])[C:6]=4[CH:5]=[CH:4]3)[CH2:23][CH2:22]2)[CH:29]=[CH:28][CH:27]=1 |f:0.1|. Procedure: Sodium hydride (60% in oil) (85 mg, 2.1 mmol, 1.8 eq.) was added to a 10 ml pear-shaped flask. The solid was rinsed twice with 2 mL hexane to remove oil, then 3 mL anhydrous N,N-dimethylformamide(DMF) was added. 1,5,6,7-Tetrahydroindol-4-one (186.7 mg, 1.38 mmol, 1.159 eq.) was added slowly, with stirring and hydrogen evolved. The walls of the flask were washed with an additional 1 mL of anhydrous DMF. 1-(2-Chloro-ethyl)-4-(3-trifluoromethyl-phenyl)-piperazine (349.00 mg, 1.19 mmol, 1.000 eq) wa... The reactants are COC(C(CC1=CC=C(C=C1)OCCBr)NC1=C(C=CC=C1)C(C1=CC=CC=C1)=O)=O (2-((2-benzoylphenyl)amino)-3-[4-(2-bromoethoxy)-phenyl]-propionic acid methyl ester), C1=CC=CC=2C3=CC=CC=C3NC12 (carbazole), [OH-].[Na+] (NaOH). The reagents and catalysts are [Br-].C(CCC)[N+](CCCC)(CCCC)CCCC (tetrabutyl ammonium bromide). Solvent: C1=CC=CC=C1 (benzene), C1=CC=CC=C1 (benzene). Product: C(C1=CC=CC=C1)(=O)C1=C(C=CC=C1)NC(C(=O)O)CC1=CC=C(C=C1)OCCC1=CC=CC=2C3=CC=CC=C3NC12 (2-((2-benzoylphenyl)amino)-3-[4-(2-carbazolylethoxy)-phenyl]-propionic acid). Yield: 22.1%. RXN SMILES: C[O:2][C:3](=[O:31])[CH:4]([NH:16][C:17]1[CH:22]=[CH:21][CH:20]=[CH:19][C:18]=1[C:23](=[O:30])[C:24]1[CH:29]=[CH:28][CH:27]=[CH:26][CH:25]=1)[CH2:5][C:6]1[CH:11]=[CH:10][C:9]([O:12][CH2:13][CH2:14]Br)=[CH:8][CH:7]=1.[CH:32]1[C:44]2[NH:43][C:42]3[C:37](=[CH:38][CH:39]=[CH:40][CH:41]=3)[C:36]=2[CH:35]=[CH:34][CH:33]=1.[OH-].[Na+]>C1C=CC=CC=1.[Br-].C([N+](CCCC)(CCCC)CCCC)CCC>[C:23]([C:18]1[CH:19]=[CH:20][CH:21]=[CH:22][C:17]=1[NH:16][CH:4]([CH2:5][C:6]1[CH:11]=[CH:10][C:9]([O:12][CH2:13][CH2:14][C:41]2[C:42]3[NH:43][C:44]4[C:36](=[CH:35][CH:34]=[CH:33][CH:32]=4)[C:37]=3[CH:38]=[CH:39][CH:40]=2)=[CH:8][CH:7]=1)[C:3]([OH:2])=[O:31])(=[O:30])[C:24]1[CH:25]=[CH:26][CH:27]=[CH:28][CH:29]=1 |f:2.3,5.6|. Procedure details: To a solution of 2-((2-benzoylphenyl)amino)-3-[4-(2-bromoethoxy)-phenyl]-propionic acid methyl ester (0.24 g, 0.49 mmol) and carbazole (0.082 g, 0.49 mmol) in benzene (10 ml) is added tetrabutyl ammonium bromide (0.08 g) and 50% NaOH aqueous solution (0.084 g, 1.08 mmol), then the mixture is heated to reflux for 10 h. After cooled, benzene (30 ml) is added, and the mixture is washed with water(3×30 ml). Then the solvent is evaporated under a vacuum. The crude product is purified by silica gel ch... The reactants are C(C)OC(=O)C1=NC(=CC=C1N)Br (3-amino-6-bromo-pyridine-2-carboxylic acid ethyl ester), P(=O)([O-])([O-])[O-].[K+].[K+].[K+] (potassium phosphate), C1(CCCCC1)P(C1CCCCC1)C1CCCCC1 (tricyclohexylphosphine), C1(CC1)B(O)O (cyclopropylboronic acid). The reagents and catalysts are C(C)(=O)[O-].[Pd+2].C(C)(=O)[O-] (palladium (II) acetate). Solvent: C1(=CC=CC=C1)C (toluene), O (water). Run at temperature 100 celsius, time 24 hour. Yields the product C(C)OC(=O)C1=NC(=CC=C1N)C1CC1 (3-Amino-6-cyclopropyl-pyridine-2-carboxylic acid ethyl ester). Reaction SMILES: [CH2:1]([O:3][C:4]([C:6]1[C:11]([NH2:12])=[CH:10][CH:9]=[C:8](Br)[N:7]=1)=[O:5])[CH3:2].P([O-])([O-])([O-])=O.[K+].[K+].[K+].C1(P([CH:35]2[CH2:40][CH2:39]CCC2)C2CCCCC2)CCCCC1.C1(B(O)O)CC1>C1(C)C=CC=CC=1.C([O-])(=O)C.[Pd+2].C([O-])(=O)C.O>[CH2:1]([O:3][C:4]([C:6]1[C:11]([NH2:12])=[CH:10][CH:9]=[C:8]([CH:39]2[CH2:40][CH2:35]2)[N:7]=1)=[O:5])[CH3:2] |f:1.2.3.4,8.9.10|. Procedure: To a solution of 3-amino-6-bromo-pyridine-2-carboxylic acid ethyl ester (prepared according to US 2006/199960; 1.0 g, 4.08 mmol), potassium phosphate (3.03 g, 14.3 mmol), tricyclohexylphosphine (0.228 g, 0.82 mmol) and water (1.25 ml) in toluene (25 ml) was added cyclopropylboronic acid (0.91 g, 10.6 mmol) and palladium (II) acetate (90 mg, 0.4 mmol). The resulting suspension was stirred at 100° C. for 24 hours. After solvent evaporation, the title compound was obtained after silica gel chromato... Reactants: NC1=C2C(CN(C2=CC=C1)CC(=O)OCC)CC(=O)OC ((±)-Ethyl methyl 2,2′-(4-amino-2,3-dihydro-1H-indole-1,3-diyl)diacetate), O.C1(=CC=C(C=C1)S(=O)(=O)O)C (p-toluenesulfonic acid monohydrate). The product is O=C1NC=2C=CC=C3C2C(C1)CN3CC(=O)OCC (Ethyl (4-oxo-2a,3,4,5-tetrahydropyrrolo[4,3,2-de]quinolin-1(2H)-yl)acetate). The solvent is C1(=CC=CC=C1)C (toluene). Procedure details: To a solution of (±)-ethyl methyl 2,2′-(4-amino-2,3-dihydro-1H-indole-1,3-diyl)diacetate from Step D (490 mg, 1.70 mmol) in toluene (35 mL) was added p-toluenesulfonic acid monohydrate (5 mg, 0.026 mmol) and the mixture was heated at reflux for 48 h. The mixture was cooled to ambient temperature and was partitioned between saturated aqueous NaHCO3 (5 mL) and EtOAc (40 mL). The organic layer was dried over Na2SO4, filtered, and concentrated in vacuo. The crude product was purified by silica gel c... RXN SMILES: [NH2:1][C:2]1[CH:10]=[CH:9][CH:8]=[C:7]2[C:3]=1[CH:4]([CH2:17][C:18]([O:20]C)=O)[CH2:5][N:6]2[CH2:11][C:12]([O:14][CH2:15][CH3:16])=[O:13].O.C1(C)C=CC(S(O)(=O)=O)=CC=1>C1(C)C=CC=CC=1>[O:20]=[C:18]1[CH2:17][CH:4]2[CH2:5][N:6]([CH2:11][C:12]([O:14][CH2:15][CH3:16])=[O:13])[C:7]3[C:3]2=[C:2]([CH:10]=[CH:9][CH:8]=3)[NH:1]1 |f:1.2|.